From a dataset of the Open Reaction Database (ORD), a public repository of structured organic reaction records. describe an organic reaction: reactants, conditions, products, and yield The reactants are C, COc1ncccc1CN1CCC(C=Cc2ccccc2C)CC1, CCO, [H][H], [Pd]. Product: COc1ncccc1CN1CCC(CCc2ccccc2C)CC1. Reaction SMILES: [C:30].[CH3:1][O:2][c:3]1[n:4][cH:5][cH:6][cH:7][c:8]1[CH2:9][N:10]1[CH2:11][CH2:12][CH:13]([CH:16]=[CH:17][c:18]2[c:19]([CH3:24])[cH:20][cH:21][cH:22][cH:23]2)[CH2:14][CH2:15]1.[CH3:27][CH2:28][OH:29].[H:25][H:26].[Pd:31]>>[CH3:1][O:2][c:3]1[n:4][cH:5][cH:6][cH:7][c:8]1[CH2:9][N:10]1[CH2:11][CH2:12][CH:13]([CH2:16][CH2:17][c:18]2[c:19]([CH3:24])[cH:20][cH:21][cH:22][cH:23]2)[CH2:14][CH2:15]1.